From a dataset of the Open Reaction Database (ORD), a public repository of structured organic reaction records. describe an organic reaction: reactants, conditions, products, and yield Reaction SMILES: [Br:1][c:2]1[cH:3][c:4]([C:7](=[O:8])[N:9]2[CH2:10][CH2:11][CH2:12][CH:13]3[CH2:14][CH2:15][CH2:16][CH2:17][CH:18]23)[cH:5][s:6]1.[C:26](=[O:27])([O-:28])[O-:29].[CH3:32][N:33]([CH3:34])[CH2:35][CH2:36][NH2:37].[CH3:38][O:39][CH2:40][CH2:41][O:42][CH3:43].[Cl:44][CH2:45][Cl:46].[Cu:47][I:48].[K+:30].[K+:31].[NH:19]1[C:20](=[O:25])[CH2:21][NH:22][CH2:23][CH2:24]1>>[c:2]1([N:19]2[C:20](=[O:25])[CH2:21][NH:22][CH2:23][CH2:24]2)[cH:3][c:4]([C:7](=[O:8])[N:9]2[CH2:10][CH2:11][CH2:12][CH:13]3[CH2:14][CH2:15][CH2:16][CH2:17][CH:18]23)[cH:5][s:6]1. Product: O=C1CNCCN1c1cc(C(=O)N2CCCC3CCCCC32)cs1. Reactants: O=C(c1csc(Br)c1)N1CCCC2CCCCC21, O=C([O-])[O-], CN(C)CCN, COCCOC, ClCCl, [Cu]I, [K+], [K+], O=C1CNCCN1. Starting materials: C(C(C)C)(=O)NC(C(=O)O)CC=C (2-isobutyrylamino-pent-4-enoic acid), C(C)(=O)OC(C)=O (acetic anhydride), O (water). Run in N1=CC=CC=C1 (pyridine). The product is C(C)(=O)C(CC=C)NC(C(C)C)=O (N-(1-Acetyl-but-3-enyl)-isobutyramide). Reaction SMILES: [C:1]([NH:6][CH:7]([CH2:11][CH:12]=[CH2:13])[C:8]([OH:10])=O)(=[O:5])[CH:2]([CH3:4])[CH3:3].[C:14](OC(=O)C)(=O)C.O>N1C=CC=CC=1>[C:8]([CH:7]([NH:6][C:1](=[O:5])[CH:2]([CH3:3])[CH3:4])[CH2:11][CH:12]=[CH2:13])(=[O:10])[CH3:14]. Reported procedure: 7.77 g of the above synthesized 2-isobutyrylamino-pent-4-enoic acid (41.95 mmol) were dissolved in 36.5 ml of pyridine, treated with 19.83 ml of acetic anhydride (5 eq.), and heated to 100° for 1 h. After cooling, 28.3 ml of water were added and the mixture kept for 20 Min. at 90°. Careful pouring onto crashed ice/HCl, twofold extraction with AcOEt, washing with water and brine, drying over magnesium sulfate, and evaporation of the solvents, followed by flash chromatography (silica gel, hexane/A... The reactants are Clc1ccccc1, NCC1CCNCC1, C1COCCO1. Yields the product c1ccc(NCC2CCNCC2)cc1. RXN SMILES: [Cl:1][c:2]1[cH:3][cH:4][cH:5][cH:6][cH:7]1.[NH2:8][CH2:9][CH:10]1[CH2:11][CH2:12][NH:13][CH2:14][CH2:15]1.[O:16]1[CH2:17][CH2:18][O:19][CH2:20][CH2:21]1>>[c:2]1([NH:8][CH2:9][CH:10]2[CH2:11][CH2:12][NH:13][CH2:14][CH2:15]2)[cH:3][cH:4][cH:5][cH:6][cH:7]1. Reactants: C1(CCCCC1)P(C1=C(C=CC=C1)C1=C(C=C(C=C1C(C)C)C(C)C)C(C)C)C1CCCCC1 (dicyclohexyl(2′,4′,6′-triisopropylbiphenyl-2-yl)phosphine), CC(C)([O-])C.[Na+] (sodium tert-butoxide), O1CCN(CC1)C1=NC=C(C=C1N)N1CCOCC1 (2,5-dimorpholinopyridin-3-amine), ClC1=C(C(=NC2=C(C(=CC=C12)F)Cl)C1=NC=CC=C1)C (4,8-dichloro-7-fluoro-3-methyl-2-(pyridin-2-yl)quinoline). The reagents and catalysts are C=1C=CC(=CC1)/C=C/C(=O)/C=C/C2=CC=CC=C2.C=1C=CC(=CC1)/C=C/C(=O)/C=C/C2=CC=CC=C2.C=1C=CC(=CC1)/C=C/C(=O)/C=C/C2=CC=CC=C2.[Pd].[Pd] (Pd2dba3). The solvent is C1(=CC=CC=C1)C (toluene). Product: ClC=1C(=CC=C2C(=C(C(=NC12)C1=NC=CC=C1)C)NC=1C(=NC=C(C1)N1CCOCC1)N1CCOCC1)F (8-chloro-N-(2,5-dimorpholinopyridin-3-yl)-7-fluoro-3-methyl-2-(pyridin-2-yl)quinolin-4-amine). Reaction SMILES: C1(P(C2CCCCC2)C2C=CC=CC=2C2C(C(C)C)=CC(C(C)C)=CC=2C(C)C)CCCCC1.[O:35]1[CH2:40][CH2:39][N:38]([C:41]2[C:46]([NH2:47])=[CH:45][C:44]([N:48]3[CH2:53][CH2:52][O:51][CH2:50][CH2:49]3)=[CH:43][N:42]=2)[CH2:37][CH2:36]1.Cl[C:55]1[C:64]2[C:59](=[C:60]([Cl:66])[C:61]([F:65])=[CH:62][CH:63]=2)[N:58]=[C:57]([C:67]2[CH:72]=[CH:71][CH:70]=[CH:69][N:68]=2)[C:56]=1[CH3:73].CC(C)([O-])C.[Na+]>C1(C)C=CC=CC=1.C1C=CC(/C=C/C(/C=C/C2C=CC=CC=2)=O)=CC=1.C1C=CC(/C=C/C(/C=C/C2C=CC=CC=2)=O)=CC=1.C1C=CC(/C=C/C(/C=C/C2C=CC=CC=2)=O)=CC=1.[Pd].[Pd]>[Cl:66][C:60]1[C:61]([F:65])=[CH:62][CH:63]=[C:64]2[C:59]=1[N:58]=[C:57]([C:67]1[CH:72]=[CH:71][CH:70]=[CH:69][N:68]=1)[C:56]([CH3:73])=[C:55]2[NH:47][C:46]1[C:41]([N:38]2[CH2:39][CH2:40][O:35][CH2:36][CH2:37]2)=[N:42][CH:43]=[C:44]([N:48]2[CH2:49][CH2:50][O:51][CH2:52][CH2:53]2)[CH:45]=1 |f:3.4,6.7.8.9.10|. Procedure: The Buchwald coupled product was prepared according to Procedure H using dicyclohexyl(2′,4′,6′-triisopropylbiphenyl-2-yl)phosphine (0.025 g, 0.052 mmol), 2,5-dimorpholinopyridin-3-amine (0.103 g, 0.39 mmol), 4,8-dichloro-7-fluoro-3-methyl-2-(pyridin-2-yl)quinoline (0.1 g, 0.33 mmol), Pd2dba3 (0.012 g, 0.013 mmol) and sodium tert-butoxide (0.078 g, 0.812 mmol) in toluene (3.3 mL) at 120° C. for 3 h. The crude product was purified by column chromatography on basic alumina (0 to 50% hexanes/EtOAc) ... Reaction SMILES: Br[C:2]1[CH:11]=[CH:10][C:9]2[C:4](=[CH:5][CH:6]=[C:7]([S:12][CH2:13][CH2:14][CH2:15][CH3:16])[CH:8]=2)[CH:3]=1.[Mg].[C:18](=[S:20])=[S:19]>>[CH2:13]([S:12][C:7]1[CH:8]=[C:9]2[C:4](=[CH:5][CH:6]=1)[CH:3]=[C:2]([C:18]([SH:20])=[S:19])[CH:11]=[CH:10]2)[CH2:14][CH2:15][CH3:16]. Starting materials: BrC1=CC2=CC=C(C=C2C=C1)SCCCC (2-Bromo-6-butylsulphanylnaphthalene), [Mg] (magnesium), C(=S)=S (carbon disulphide). Procedure details: Compound 12 (3.71 g, 0.013 mol), magnesium turnings (0.94 g, 0.039 mol), carbon disulphide (1.09 g, 0.014 mol). A purple solid was obtained. Yields the product C(CCC)SC=1C=C2C=CC(=CC2=CC1)C(=S)S (6-Butylsulphanyldithionapth-2-oic acid). Starting materials: C(C)(C)NC1=C(C=O)C=CC=C1 (2-isopropylaminobenzaldehyde), C(CC(=O)O)(=O)O (malonic acid), N1CCCCC1 (piperidine), C(C)(=O)O (acetic acid). Run in C1(=CC=CC=C1)C (toluene). Product: C(C)(C)N1C(C(=CC2=CC=CC=C12)C(=O)O)=O (1-isopropyl-2-oxo-1,2-dihydro-3-quinolinecarboxylic acid). Yield: 55.1%. As a reaction SMILES: [CH:1]([NH:4][C:5]1[CH:12]=[CH:11][CH:10]=[CH:9][C:6]=1[CH:7]=O)([CH3:3])[CH3:2].[C:13](O)(=[O:18])[CH2:14][C:15]([OH:17])=[O:16].N1CCCCC1.C(O)(=O)C>C1(C)C=CC=CC=1>[CH:1]([N:4]1[C:5]2[C:6](=[CH:9][CH:10]=[CH:11][CH:12]=2)[CH:7]=[C:14]([C:15]([OH:17])=[O:16])[C:13]1=[O:18])([CH3:3])[CH3:2]. Reported procedure: A solution of 5.0 g of 2-isopropylaminobenzaldehyde, 4.8 g of malonic acid, 5 ml of piperidine, 5 ml of acetic acid and 50 ml of toluene was heated to reflux for 3.5 hours. The reaction solution was washed with water. The crude product partly precipitated was filtered. The filtrate was extracted with 2N sodium hydroxide aqueous solution and the precipitates above was dissolved in the extract. The resulting solution was washed with toluene and aqueous hydrochloric acid solution was then added the... Reactants: BrCCCBr (1,3-dibromo propane), [O-]CC.[Na+] (sodium ethoxide), NC(C(=O)OCC)C(=O)OCC (diethyl aminomalonate). Solvent: Cl (HCl), C(C)O (ethanol), C(C)O (ethanol). Product: N1C(CCC1)(C(=O)OCC)C(=O)OCC (diethyl 2,2-pyrrolidinedicarboxylate). As a reaction SMILES: [O-]CC.[Na+].[NH2:5][CH:6]([C:12]([O:14][CH2:15][CH3:16])=[O:13])[C:7]([O:9][CH2:10][CH3:11])=[O:8].Br[CH2:18][CH2:19][CH2:20]Br>C(O)C.Cl>[NH:5]1[CH2:20][CH2:19][CH2:18][C:6]1([C:7]([O:9][CH2:10][CH3:11])=[O:8])[C:12]([O:14][CH2:15][CH3:16])=[O:13] |f:0.1|. Procedure: To a solution of sodium ethoxide (5.14 g) in absolute ethanol (75 mL) at 0° C. under a nitrogen atmosphere, a solution of diethyl aminomalonate (hydrochloride salt, 8 g) in absolute ethanol (75 mL) was slowly added. A yellow suspension was obtained at the end of the addition. 1,3-dibromo propane (7.7 mL) was then added and the resulting mixture was stirred at reflux temperature for 5 hours. The mixture was allowed to cool down to rt, then ethanol was removed in vacuo to give a yellow solid. This... The product is Cc1sc(S(N)(=O)=O)cc1NC(=O)c1cnn2c(C(F)F)cc(-c3ccc(C(F)(F)F)cc3)nc12. The reactants are O=C(O)c1cnn2c(C(F)F)cc(-c3ccc(C(F)(F)F)cc3)nc12, Cc1sc(S(N)(=O)=O)cc1N. As a reaction SMILES: [F:1][CH:2]([c:3]1[cH:4][c:5](-[c:15]2[cH:16][cH:17][c:18]([C:21]([F:22])([F:23])[F:24])[cH:19][cH:20]2)[n:6][c:7]2[n:8]1[n:9][cH:10][c:11]2[C:12](=[O:13])[OH:14])[F:25].[NH2:26][c:27]1[cH:28][c:29]([S:33](=[O:34])(=[O:35])[NH2:36])[s:30][c:31]1[CH3:32]>>[F:1][CH:2]([c:3]1[cH:4][c:5](-[c:15]2[cH:16][cH:17][c:18]([C:21]([F:22])([F:23])[F:24])[cH:19][cH:20]2)[n:6][c:7]2[n:8]1[n:9][cH:10][c:11]2[C:12](=[O:14])[NH:26][c:27]1[cH:28][c:29]([S:33](=[O:34])(=[O:35])[NH2:36])[s:30][c:31]1[CH3:32])[F:25]. Starting materials: C12(CC3CC(CC(C1)C3)C2)C2=CC(=C(OCC(=O)O)C=C2)C (2-(4-(adamantan-1-yl)-2-methylphenoxy)acetic acid), N1CCOCC1 (morpholine). Yields the product C12(CC3CC(CC(C1)C3)C2)C2=CC(=C(OCC(=O)N3CCOCC3)C=C2)C (2-(4-(adamantan-1-yl)-2-methylphenoxy)-1-morpholinoethanone). Yield: 93.5%. As a reaction SMILES: [C:1]12([C:11]3[CH:21]=[CH:20][C:14]([O:15][CH2:16][C:17](O)=[O:18])=[C:13]([CH3:22])[CH:12]=3)[CH2:10][CH:5]3[CH2:6][CH:7]([CH2:9][CH:3]([CH2:4]3)[CH2:2]1)[CH2:8]2.[NH:23]1[CH2:28][CH2:27][O:26][CH2:25][CH2:24]1>>[C:1]12([C:11]3[CH:21]=[CH:20][C:14]([O:15][CH2:16][C:17]([N:23]4[CH2:28][CH2:27][O:26][CH2:25][CH2:24]4)=[O:18])=[C:13]([CH3:22])[CH:12]=3)[CH2:2][CH:3]3[CH2:9][CH:7]([CH2:6][CH:5]([CH2:4]3)[CH2:10]1)[CH2:8]2. Procedure: The title compound was prepared from 2-(4-(adamantan-1-yl)-2-methylphenoxy)acetic acid (0.2 g, 0.66 mmol), prepared from the step 4 of the example 5, and morpholine (0.058 g, 0.66 mmol) according to the example 1, which was given 2-(4-(adamantan-1-yl)-2-methylphenoxy)-1-morpholinoethanone as a white solid (0.228 g, 92.7% yield).